This data is from the Open Reaction Database (ORD), a public repository of structured organic reaction records. The task is: describe an organic reaction: reactants, conditions, products, and yield RXN SMILES: [H-].[Na+].[CH2:3]([O:5][C:6](=[O:16])[C:7](=[O:15])[C:8]1[CH:13]=[CH:12][C:11]([OH:14])=[CH:10][CH:9]=1)[CH3:4].Br[CH2:18][CH2:19][CH2:20][CH2:21][CH2:22][CH2:23][CH2:24][CH2:25][CH2:26][CH2:27][CH2:28][CH2:29][CH2:30][CH2:31][CH2:32][CH2:33][CH2:34][CH3:35].C(O)(=O)C>CN(C=O)C>[CH2:3]([O:5][C:6](=[O:16])[C:7](=[O:15])[C:8]1[CH:13]=[CH:12][C:11]([O:14][CH2:35][CH2:34][CH2:33][CH2:32][CH2:31][CH2:30][CH2:29][CH2:28][CH2:27][CH2:26][CH2:25][CH2:24][CH2:23][CH2:22][CH2:21][CH2:20][CH2:19][CH3:18])=[CH:10][CH:9]=1)[CH3:4] |f:0.1|. The solvent is CN(C)C=O (DMF), CN(C)C=O (DMF). Procedure: To 0.325 g (8.1 mmol) of a 60% oil dispersion of NaH suspended in 15 ml of anhydrous DMF and stirred under an argon atmosphere at room temperature was added 1.5 g (7.73 mmol) of 4-hydroxyalpha-oxobenzeneacetic acid ethyl ester. The reaction mixture was stirred at room temperature for 20 minutes and a solution of 3.2 g (9.66 mmol) of 1-bromooctadecane in 20 ml of anhydrous DMF was added dropwise over 15 minutes. After stirring at reflux for 16 hours, 5 ml of acetic acid was added and the solvent ... Starting materials: oil, BrCCCCCCCCCCCCCCCCCC (1-bromooctadecane), C(C)(=O)O (acetic acid), [H-].[Na+] (NaH), C(C)OC(C(C1=CC=C(C=C1)O)=O)=O (4-hydroxyalpha-oxobenzeneacetic acid ethyl ester). The yield is 84.0%. Product: C(C)OC(C(C1=CC=C(C=C1)OCCCCCCCCCCCCCCCCCC)=O)=O (4-(octadecyloxy)-alpha-oxobenzeneacetic acid ethyl ester). Reported procedure: A solution of toluene-4-sulfonic acid 2-(3-benzenesulfonylmethyl-4-nitro-phenoxy)-ethyl ester (13.1 g, 26.7 mmol) in THF (350 mL) and ethanol (250 mL) was added to 10% palladium on carbon (5.8 g) and hydrogenated on the Parr apparatus with for one hour (starting pressure of 30-40 psi.). The mixture was filtered over Celite, concentrated and dried in vacuo at 80° C. for 30 minutes to yield toluene-4-sulfonic acid 2-(4-amino-3-benzenesulfonylmethyl-phenoxy)-ethyl ester as a light yellow solid (11.... RXN SMILES: [C:1]1([S:7]([CH2:10][C:11]2[CH:12]=[C:13]([CH:28]=[CH:29][C:30]=2[N+:31]([O-])=O)[O:14][CH2:15][CH2:16][O:17][S:18]([C:21]2[CH:26]=[CH:25][C:24]([CH3:27])=[CH:23][CH:22]=2)(=[O:20])=[O:19])(=[O:9])=[O:8])[CH:6]=[CH:5][CH:4]=[CH:3][CH:2]=1>C1COCC1.C(O)C.[Pd]>[NH2:31][C:30]1[CH:29]=[CH:28][C:13]([O:14][CH2:15][CH2:16][O:17][S:18]([C:21]2[CH:22]=[CH:23][C:24]([CH3:27])=[CH:25][CH:26]=2)(=[O:19])=[O:20])=[CH:12][C:11]=1[CH2:10][S:7]([C:1]1[CH:6]=[CH:5][CH:4]=[CH:3][CH:2]=1)(=[O:8])=[O:9]. Reagents/catalysts: [Pd] (palladium on carbon). Run in C1CCOC1 (THF), C(C)O (ethanol). Starting materials: C1(=CC=CC=C1)S(=O)(=O)CC=1C=C(OCCOS(=O)(=O)C2=CC=C(C=C2)C)C=CC1[N+](=O)[O-] (toluene-4-sulfonic acid 2-(3-benzenesulfonylmethyl-4-nitro-phenoxy)-ethyl ester). Yield: 94.9%. Yields the product NC1=C(C=C(OCCOS(=O)(=O)C2=CC=C(C=C2)C)C=C1)CS(=O)(=O)C1=CC=CC=C1 (toluene-4-sulfonic acid 2-(4-amino-3-benzenesulfonylmethyl-phenoxy)-ethyl ester). Reactants: Cl.NC=1C=C(C(CNC(C)(C)C)O)C=CC1O (3-amino-4-hydroxy-α-(tert.butylaminomethyl)-benzylalcohol hydrochloride), COC1=CC=C(C=O)C=C1 (p-methoxybenzaldehyde), CO (methanol). Reagents/catalysts: O=[Pt]=O (PtO2). The solvent is O (H2O). The product is Cl.COC1=CC=C(CNC=2C=C(C(CNC(C)(C)C)O)C=CC2O)C=C1 (3-(4-Methoxybenzylamino)-4-hydroxy-α-(tert.butylaminomethyl)-benzylalcohol hydrochloride). Reaction SMILES: [ClH:1].[NH2:2][C:3]1[CH:4]=[C:5]([CH:14]=[CH:15][C:16]=1[OH:17])[CH:6]([OH:13])[CH2:7][NH:8][C:9]([CH3:12])([CH3:11])[CH3:10].[CH3:18][O:19][C:20]1[CH:27]=[CH:26][C:23]([CH:24]=O)=[CH:22][CH:21]=1.CO>O=[Pt]=O.O>[ClH:1].[CH3:18][O:19][C:20]1[CH:27]=[CH:26][C:23]([CH2:24][NH:2][C:3]2[CH:4]=[C:5]([CH:14]=[CH:15][C:16]=2[OH:17])[CH:6]([OH:13])[CH2:7][NH:8][C:9]([CH3:12])([CH3:11])[CH3:10])=[CH:22][CH:21]=1 |f:0.1,6.7|. Reported procedure: A mixture of 3-amino-4-hydroxy-α-(tert.butylaminomethyl)-benzylalcohol hydrochloride (6.53 g, 0.025 mole), p-methoxybenzaldehyde (3.4 g, 0.025 mole), PtO2 (180 mg), and methanol (125 ml) was placed in a hydrogenation apparatus and hydrogenated at normal pressure (20 - 30 cm H2O superatmospheric) for one hour and 50 minutes. During this period of time, the calculated amount of hydrogen was absorbed, and the hydrogenation was interrupted by supplying argon. The platinum catalyst was filtered off w... Starting materials: CC=1C=C(C(=O)O)C=CC1[N+](=O)[O-] (3-methyl-4-nitrobenzoic acid), N1CCOCC1 (morpholine), Intermediate 29. Yields the product CC=1C=C(C=CC1[N+](=O)[O-])C(=O)N1CCOCC1 ((3-Methyl-4-nitrophenyl)(morpholin-4-yl)methanone). As a reaction SMILES: [CH3:1][C:2]1[CH:3]=[C:4]([CH:8]=[CH:9][C:10]=1[N+:11]([O-:13])=[O:12])[C:5]([OH:7])=O.[NH:14]1[CH2:19][CH2:18][O:17][CH2:16][CH2:15]1>>[CH3:1][C:2]1[CH:3]=[C:4]([C:5]([N:14]2[CH2:19][CH2:18][O:17][CH2:16][CH2:15]2)=[O:7])[CH:8]=[CH:9][C:10]=1[N+:11]([O-:13])=[O:12]. Procedure details: Prepared from 3-methyl-4-nitrobenzoic acid and morpholine following the method used to prepare Intermediate 29. δH (DMSO-d6) 8.03 (d, J=8.3 Hz, 1H), 7.60-7.52 (m, 1H), 7.47 (dd, J8.4, 1.9 Hz, 1H), 3.50-3.70 (m, 6H), 3.28 (m, 2H), 2.53 (s, 3H). Starting materials: CC=1C=C(C(=NC1)S)C#N (5-Methyl-2-sulfanyl-pyridine-3-carbonitrile), BrC(C)C (2-bromopropane). Product: C(C)(C)SC1=NC=C(C=C1C#N)C (2-isopropylsulfanyl-5-methyl-pyridine-3-carbonitrile). Isolated yield 70.0%. As a reaction SMILES: [CH3:1][C:2]1[CH:3]=[C:4]([C:9]#[N:10])[C:5]([SH:8])=[N:6][CH:7]=1.Br[CH:12]([CH3:14])[CH3:13]>>[CH:12]([S:8][C:5]1[C:4]([C:9]#[N:10])=[CH:3][C:2]([CH3:1])=[CH:7][N:6]=1)([CH3:14])[CH3:13]. Procedure: 5-Methyl-2-sulfanyl-pyridine-3-carbonitrile (0.2 g, 1.3 mmol) and 2-bromopropane were reacted in the same manner as in Step A of Preparation Example 5 to obtain the title compound (0.18 g, 70%). Reactants: ClC1=CC(=C(N)C(=C1)F)F (4-chloro-2,6-difluoroaniline), ClC(=O)OC(Cl)(Cl)Cl (trichloromethyl chloroformate). Solvent: C1(=CC=CC=C1)C (toluene). Product: ClC1=CC(=C(C(=C1)F)N=C=O)F (4-Chloro-2,6-difluorophenyl Isocyanate). As a reaction SMILES: [Cl:1][C:2]1[CH:8]=[C:7]([F:9])[C:5]([NH2:6])=[C:4]([F:10])[CH:3]=1.Cl[C:12](OC(Cl)(Cl)Cl)=[O:13]>C1(C)C=CC=CC=1>[Cl:1][C:2]1[CH:8]=[C:7]([F:9])[C:5]([N:6]=[C:12]=[O:13])=[C:4]([F:10])[CH:3]=1. Procedure details: 40 g of 4-chloro-2,6-difluoroaniline were dissolved in 300 ml of absolute toluene. With stirring, 100 ml of trichloromethyl chloroformate were added dropwise at 20° C. The mixture was slowly heated to reflux. After three and half hours, the mixture was concentrated and the resulting isocyanate was used directly for the synthesis of intermediate 3. Reactants: ClC1=CC=C(C=C1)C(C)O ((±)-1-(4-chlorophenyl)ethanol), CC(=O)C1=CC=C(C=C1)Cl (4-chloroacetophenone), ClC1=CC=C(C=C1)[C@@H](C)O ((R)-1-(4-chlorophenyl)ethanol). Conditions: time 8 day. Product: ClC1=CC=C(C=C1)[C@H](C)O ((S)-1-(4-chlorophenyl)ethanol). The yield is 42.0%. As a reaction SMILES: [Cl:1][C:2]1[CH:7]=[CH:6][C:5]([CH:8]([OH:10])[CH3:9])=[CH:4][CH:3]=1.CC(C1C=CC(Cl)=CC=1)=O.ClC1C=CC([C@H](O)C)=CC=1>>[Cl:1][C:2]1[CH:7]=[CH:6][C:5]([C@@H:8]([OH:10])[CH3:9])=[CH:4][CH:3]=1. Procedure: As shown here, the biochemical conversion reaction of immobilized green pea protein for the substrate (±)-1-(4-chlorophenyl)ethanol (200 mg) requires 8 days by going through bioconversion to 4-chloroacetophenone accompanying sterically selective oxidation of (R)-1-(4-chlorophenyl)ethanol to obtain 84 mg of (S)-1-(4-chlorophenyl)ethanol at a yield of 42%. Optical purity was obtained at 87% e.e. Reactants: OC(C1=CC=CC=C1)(C=1C=C2CCC(NC2=CC1)=O)C=1C=NC=CC1 (6-[1-hydroxy-1-phenyl(3-pyridyl)methyl]-3,4-dihydrocarbostyril), [BH4-].[Na+] (sodium borohydride), [H][H] (hydrogen). Run in FC(C(=O)O)(F)F (trifluoroacetic acid). Run at temperature 25 celsius, time 30 minute. The product is C1(=CC=CC=C1)C(C=1C=C2CCC(NC2=CC1)=O)C=1C=NC=CC1 (6-[phenyl(3-pyridyl)methyl]-3,4-dihydrocarbostyril). As a reaction SMILES: O[C:2]([C:20]1[CH:21]=[N:22][CH:23]=[CH:24][CH:25]=1)([C:9]1[CH:10]=[C:11]2[C:16](=[CH:17][CH:18]=1)[NH:15][C:14](=[O:19])[CH2:13][CH2:12]2)[C:3]1[CH:8]=[CH:7][CH:6]=[CH:5][CH:4]=1.[BH4-].[Na+].[H][H]>FC(F)(F)C(O)=O>[C:3]1([CH:2]([C:20]2[CH:21]=[N:22][CH:23]=[CH:24][CH:25]=2)[C:9]2[CH:10]=[C:11]3[C:16](=[CH:17][CH:18]=2)[NH:15][C:14](=[O:19])[CH2:13][CH2:12]3)[CH:4]=[CH:5][CH:6]=[CH:7][CH:8]=1 |f:1.2|. Reported procedure: To a solution of 240 mg of 6-[1-hydroxy-1-phenyl(3-pyridyl)methyl]-3,4-dihydrocarbostyril in 5 ml of trifluoroacetic acid at 0° C. was added 280 mg of sodium borohydride. When hydrogen evolution ceased the mixture was stirred at 25° C. for 30 minutes, then the solvent was removed under reduced pressure. The residue was added to aqueous potassium carbonate solution and extracted with ethyl acetate. The organic layer was dried over anhydrous magnesium sulfate, the solvent removed under reduced pre... The reactants are 10.2, C(C)N1CC(C1)O (1-ethyl-3-azetidinol), C1(=CC=CC2=CC=CC=C12)O (α-naphthol), [OH-].[K+] (potassium hydroxide). Conditions: temperature 160 celsius. Product: 17.2, C1(=CC=CC2=CC=CC=C12)OCC(CNCC)O (1-(α-naphthoxy)-3-ethylamino-2-propanol). The yield is 70.0%. As a reaction SMILES: [CH2:1]([N:3]1[CH2:6][CH:5]([OH:7])[CH2:4]1)[CH3:2].[C:8]1([OH:18])[C:17]2[C:12](=[CH:13][CH:14]=[CH:15][CH:16]=2)[CH:11]=[CH:10][CH:9]=1.[OH-].[K+]>>[C:8]1([O:18][CH2:4][CH:5]([OH:7])[CH2:6][NH:3][CH2:1][CH3:2])[C:17]2[C:12](=[CH:13][CH:14]=[CH:15][CH:16]=2)[CH:11]=[CH:10][CH:9]=1 |f:2.3|. Reported procedure: To a mixture of 10.2 parts of 1-ethyl-3-azetidinol and 14.4 parts of α-naphthol 0.2 part of potassium hydroxide was added, and the mixture was heated under nitrogen gas at 160° C. for 18 hours. The reaction mixture was cooled and extracted with ether. The ether extract was washed with 2N-NaOH aqueous solution and then with water. The liquor was dried over anhydrous sodium sulfate and the solvent was distilled off. The residue was recrystallized from cyclohexane to yield 17.2 parts of 1-(α-naphth... Starting materials: Cl (hydrochloric acid), BrC1=CC=C(C=C1)F (1-bromo-4-fluorobenzene), [Mg] (magnesium), S1C(=CC=C1)C=O (thiophene-2-carboxaldehyde). Run in O1CCCC1 (tetrahydrofuran), O1CCCC1 (tetrahydrofuran). Product: FC1=CC=C(C=C1)C(O)C=1SC=CC1 ((4-fluorophenyl)(2-thienyl)methanol). The yield is 108.0%. Reaction SMILES: Br[C:2]1[CH:7]=[CH:6][C:5]([F:8])=[CH:4][CH:3]=1.[Mg].[S:10]1[CH:14]=[CH:13][CH:12]=[C:11]1[CH:15]=[O:16].Cl>O1CCCC1>[F:8][C:5]1[CH:6]=[CH:7][C:2]([CH:15]([C:11]2[S:10][CH:14]=[CH:13][CH:12]=2)[OH:16])=[CH:3][CH:4]=1. Procedure: To a stirred Grignard complex, previously prepared from 17.5 g (0.10 mol) 1-bromo-4-fluorobenzene and 2.43 g (0.10 mol) magnesium turnings in 50 ml tetrahydrofuran, 8.97 g (0.080 mol) thiophene-2-carboxaldehyde, dissolved in 30 ml tetrahydrofuran, was added dropwise. Upon complete addition the reaction mixture was refluxed for 1 h and then poured on a mixture of ice and 6N hydrochloric acid. Subsequent extraction with toluene, washing of the organic layer and evaporation in vacuo, gave 18 g of t...